This data is from the Open Reaction Database (ORD), a public repository of structured organic reaction records. The task is: describe an organic reaction: reactants, conditions, products, and yield The reactants are [Cl-].[Na+] (sodium chloride), C(CC)C=1NC2=C(N1)C=C(C=C2C)C=2N=C(OC2)C (2-n-propyl-4-methyl-6-(2-methyl-oxazol-4-yl)-benzimidazole), CC(C)([O-])C.[K+] (potassium tert.butoxide), BrCC1=CC=C(C=C1)C1=C(C=CC=C1)C=1N=NN(N1)C(C1=CC=CC=C1)(C1=CC=CC=C1)C1=CC=CC=C1 (4'-bromomethyl-2-(2-triphenylmethyl-tetrazol-5-yl)-biphenyl). The solvent is CS(=O)C (dimethylsulphoxide). Reaction conditions: time 3 hour. Yields the product C(CC)C1=NC2=C(N1CC1=CC=C(C=C1)C1=C(C=CC=C1)C=1N=NN(N1)C(C1=CC=CC=C1)(C1=CC=CC=C1)C1=CC=CC=C1)C=C(C=C2C)C=2N=C(OC2)C (4'-[(2-n-Propyl-4-methyl-6-(2-methyl-oxazol-4-yl)-benzimidazol-1-yl)-methyl]-2-(2-triphenylmethyl-tetrazol-5-yl)-biphenyl). RXN SMILES: [CH2:1]([C:4]1[NH:5][C:6]2[C:12]([CH3:13])=[CH:11][C:10]([C:14]3[N:15]=[C:16]([CH3:19])[O:17][CH:18]=3)=[CH:9][C:7]=2[N:8]=1)[CH2:2][CH3:3].CC(C)([O-])C.[K+].Br[CH2:27][C:28]1[CH:33]=[CH:32][C:31]([C:34]2[CH:39]=[CH:38][CH:37]=[CH:36][C:35]=2[C:40]2[N:41]=[N:42][N:43]([C:45]([C:58]3[CH:63]=[CH:62][CH:61]=[CH:60][CH:59]=3)([C:52]3[CH:57]=[CH:56][CH:55]=[CH:54][CH:53]=3)[C:46]3[CH:51]=[CH:50][CH:49]=[CH:48][CH:47]=3)[N:44]=2)=[CH:30][CH:29]=1.[Cl-].[Na+]>CS(C)=O>[CH2:1]([C:4]1[N:8]([CH2:27][C:28]2[CH:29]=[CH:30][C:31]([C:34]3[CH:39]=[CH:38][CH:37]=[CH:36][C:35]=3[C:40]3[N:41]=[N:42][N:43]([C:45]([C:58]4[CH:63]=[CH:62][CH:61]=[CH:60][CH:59]=4)([C:52]4[CH:53]=[CH:54][CH:55]=[CH:56][CH:57]=4)[C:46]4[CH:51]=[CH:50][CH:49]=[CH:48][CH:47]=4)[N:44]=3)=[CH:32][CH:33]=2)[C:7]2[CH:9]=[C:10]([C:14]3[N:15]=[C:16]([CH3:19])[O:17][CH:18]=3)[CH:11]=[C:12]([CH3:13])[C:6]=2[N:5]=1)[CH2:2][CH3:3] |f:1.2,4.5|. Procedure details: A solution of 2.8 g (11 mMol) of 2-n-propyl-4-methyl-6-(2-methyl-oxazol-4-yl)-benzimidazole and 1.7 g (15 mMol) of potassium tert.butoxide in 60 ml of dimethylsulphoxide is stirred for 15 minutes at ambient temperature. Then 6.0 g of (11 mMol) of 4'-bromomethyl-2-(2-triphenylmethyl-tetrazol-5-yl)-biphenyl are added and the mixture is stirred for a further 3 hours at ambient temperature. Then the solution is stirred into about 150 ml of saturated sodium chloride solution, the crude product precip... The product is CCOC(=O)c1cc(F)c(Oc2cnc(OCC(C)C)c(Cl)c2)cc1F. The reactants are O=C([O-])[O-], CS(C)=O, CCOC(C)=O, CC(C)COc1ncc(O)cc1Cl, CCOC(=O)c1cc(F)c(F)cc1F, [K+], [K+]. Reaction SMILES: [C:15](=[O:16])([O-:17])[O-:18].[CH3:34][S:35]([CH3:36])=[O:37].[CH3:38][CH2:39][O:40][C:41]([CH3:42])=[O:43].[Cl:21][c:22]1[cH:23][c:24]([OH:33])[cH:25][n:26][c:27]1[O:28][CH2:29][CH:30]([CH3:31])[CH3:32].[F:1][c:2]1[c:3]([C:4](=[O:5])[O:6][CH2:7][CH3:8])[cH:9][c:10]([F:14])[c:11]([F:13])[cH:12]1.[K+:19].[K+:20]>>[F:1][c:2]1[c:3]([C:4](=[O:5])[O:6][CH2:7][CH3:8])[cH:9][c:10]([F:14])[c:11]([O:33][c:24]2[cH:23][c:22]([Cl:21])[c:27]([O:28][CH2:29][CH:30]([CH3:31])[CH3:32])[n:26][cH:25]2)[cH:12]1. Starting materials: O=c1[nH]c2cc(Br)cc(Br)c2[nH]c1=O, [K+], O=[N+]([O-])[O-], O, O=S(=O)(O)O. The product is O=c1[nH]c2cc(Br)c([N+](=O)[O-])c(Br)c2[nH]c1=O. As a reaction SMILES: [Br:1][c:2]1[c:3]2[nH:4][c:5](=[O:14])[c:6](=[O:13])[nH:7][c:8]2[cH:9][c:10]([Br:12])[cH:11]1.[K+:19].[N+:15](=[O:16])([O-:17])[O-:18].[OH2:20].[S:21](=[O:22])(=[O:23])([OH:24])[OH:25]>>[Br:1][c:2]1[c:3]2[nH:4][c:5](=[O:14])[c:6](=[O:13])[nH:7][c:8]2[cH:9][c:10]([Br:12])[c:11]1[N+:15](=[O:16])[O-:17]. Starting materials: COC(=O)C1=NN(N=C1C(F)(F)F)C (2-methyl-5-trifluoromethyl-2H-1,2,3-triazole-4-carboxylic acid methyl ester), [OH-].[K+] (KOH). Solvent: C1CCOC1 (THF). Run at time 20 hour. Yields the product CN1N=C(C(=N1)C(=O)O)C(F)(F)F (2-methyl-5-trifluoromethyl-2H-1,2,3-triazole-4-carboxylic acid). As a reaction SMILES: C[O:2][C:3]([C:5]1[C:9]([C:10]([F:13])([F:12])[F:11])=[N:8][N:7]([CH3:14])[N:6]=1)=[O:4].[OH-].[K+]>C1COCC1>[CH3:14][N:7]1[N:6]=[C:5]([C:3]([OH:4])=[O:2])[C:9]([C:10]([F:13])([F:11])[F:12])=[N:8]1 |f:1.2|. Procedure: A solution of 2-methyl-5-trifluoromethyl-2H-1,2,3-triazole-4-carboxylic acid methyl ester [Compound Number 1.15] (2.09 g; 0.01 mol) and KOH (86%; 0.783 g; 1.2 eq.) in THF (50 ml) was heated at reflux temperature for 3.5 hours. The solution was evaporated, the residue was dissolved in water and acidified to pH 1-2 with HCl (1M). Evaporation of the aqueous solution followed by continuous extration in ethylacetate for 20 hours gave of Compound No 1.13 (2.11 g; 100%) as a crystalline solid.